From a dataset of the Open Reaction Database (ORD), a public repository of structured organic reaction records. describe an organic reaction: reactants, conditions, products, and yield Starting materials: O=S(=O)(Cl)c1ccc(CBr)cc1, CCN(C(C)C)C(C)C, NCCO, C1CCOC1. Product: O=S(=O)(NCCO)c1ccc(CBr)cc1. Reaction SMILES: [Br:1][CH2:2][c:3]1[cH:4][cH:5][c:6]([S:9](=[O:10])(=[O:11])[Cl:12])[cH:7][cH:8]1.[CH:17]([N:18]([CH2:19][CH3:20])[CH:21]([CH3:22])[CH3:23])([CH3:24])[CH3:25].[NH2:13][CH2:14][CH2:15][OH:16].[O:26]1[CH2:27][CH2:28][CH2:29][CH2:30]1>>[Br:1][CH2:2][c:3]1[cH:4][cH:5][c:6]([S:9](=[O:10])(=[O:11])[NH:13][CH2:14][CH2:15][OH:16])[cH:7][cH:8]1. Starting materials: CC1NC(CCC1)C (2,6-dimethylpiperidine), C1(=CC=CC=C1)C (toluene), S1CC1 (thiirane). Product: CC1N(C(CCC1)C)CCS (2,6-dimethyl-1-(2'-mercaptoethyl)-piperidine). RXN SMILES: [CH3:1][CH:2]1[CH2:7][CH2:6][CH2:5][CH:4]([CH3:8])[NH:3]1.C1(C)C=CC=CC=1.[S:16]1[CH2:18][CH2:17]1>>[CH3:1][CH:2]1[CH2:7][CH2:6][CH2:5][CH:4]([CH3:8])[N:3]1[CH2:18][CH2:17][SH:16]. Reported procedure: In a 500 ml three-necked flask 113.2 g(1 mol) of 2,6-dimethylpiperidine in 250 mol toluene was heated at 90° C. Then 60.12 g (1 mol) thiirane is added to the resulting reaction mixture dropwise and the reaction mixture is heated for 5 hours under reflux. The reaction mixture is concentrated in vacuum with a rotary evaporator and is fractionally distilled using a Vigreux column. The yield amounts to 60.55 g of the named compound(35%). Reactants: FC1=CC=C(C=C1)[N+](=O)[O-] (1-fluoro-4-nitrobenzene), C([O-])([O-])=O.[K+].[K+] (potassium carbonate), O (H2O), COC1=CC=C(C2=CC=CC=C12)O (4-methoxy-1-naphthol). The solvent is CN(C)C=O (DMF). Conditions: temperature 80 celsius. The product is COC1=CC=C(C2=CC=CC=C12)OC1=CC=C(C=C1)[N+](=O)[O-] (4-(4-methoxynaphthalen-1-yloxy)-1-nitrobenzene). RXN SMILES: F[C:2]1[CH:7]=[CH:6][C:5]([N+:8]([O-:10])=[O:9])=[CH:4][CH:3]=1.C(=O)([O-])[O-].[K+].[K+].[CH3:17][O:18][C:19]1[C:28]2[C:23](=[CH:24][CH:25]=[CH:26][CH:27]=2)[C:22]([OH:29])=[CH:21][CH:20]=1.O>CN(C=O)C>[CH3:17][O:18][C:19]1[C:28]2[C:23](=[CH:24][CH:25]=[CH:26][CH:27]=2)[C:22]([O:29][C:2]2[CH:7]=[CH:6][C:5]([N+:8]([O-:10])=[O:9])=[CH:4][CH:3]=2)=[CH:21][CH:20]=1 |f:1.2.3|. Procedure details: To a stirred solution of 1-fluoro-4-nitrobenzene (10 mmol) in DMF (20 mL) at rt, solid potassium carbonate (30 mmol) was added followed by addition of 4-methoxy-1-naphthol (10 mmol) to the reaction mixture and heating to 80° C. until the reaction was complete as indicated by TLC or HPLC. After cooling to rt, the reaction mixture was poured into H2O (100 mL), extracted with EtOAc (2×50 mL), washed with H2O (2×50 mL) and brine (50 mL), and dried over sodium sulfate. The solvent was removed in vacu... The reactants are N(=O)OCCC(C)C (Isopentyl nitrite), [Cl-].[Li+] (lithium chloride), NC=1C(=CC(=C2CCNC(C12)=O)Cl)OC (8-amino-5-chloro-7-methoxy-3,4-dihydroisoquinolin-1(2H)-one). The reagents and catalysts are [Cu](Cl)Cl (copper (II) chloride). Run in C(C)#N (acetonitrile). Conditions: time 5 minute. Yields the product ClC1=C2CCNC(C2=C(C(=C1)OC)Cl)=O (5,8-dichloro-7-methoxy-3,4-dihydroisoquinolin-1(2H)-one). Yield: 91.3%. RXN SMILES: N(OCCC(C)C)=O.[Cl-:9].[Li+].N[C:12]1[C:13]([O:24][CH3:25])=[CH:14][C:15]([Cl:23])=[C:16]2[C:21]=1[C:20](=[O:22])[NH:19][CH2:18][CH2:17]2>C(#N)C.[Cu](Cl)Cl>[Cl:23][C:15]1[CH:14]=[C:13]([O:24][CH3:25])[C:12]([Cl:9])=[C:21]2[C:16]=1[CH2:17][CH2:18][NH:19][C:20]2=[O:22] |f:1.2|. Procedure: Isopentyl nitrite (20 mL, 0.149 mol) was added dropwise to a heated (55° C.) suspension of copper (II) chloride (40 g, 0.298 mol) and lithium chloride (38 g, 0.905 mol) in acetonitrile (500 mL). The mixture was stirred at that temperature for 5 minutes, then 8-amino-5-chloro-7-methoxy-3,4-dihydroisoquinolin-1(2H)-one (296d, 20 g, 0.089 mol) was added in portions. After the addition was complete, stirring was continued at 55° C. for 45 minutes. The reaction mixture was cooled to room temperature,... Reactants: CC=1C(=NC=C(C1)C)CN[C@H]1CCCC=2C=CC=NC12 ((S)-(3,5-dimethyl-pyridin-2-ylmethyl)-(5,6,7,8-tetrahydro-quinolin-8-yl)-amine), COC(C1=C(C=CC(=C1)C#N)CBr)=O (2-Bromomethyl-5-cyano-benzoic acid methyl ester), CCN(C(C)C)C(C)C (DIPEA). Solvent: CC#N (CH3CN). The product is COC(C1=C(C=CC(=C1)C#N)CN(C1CCCC=2C=CC=NC12)CC1=NC=C(C=C1C)C)=O (5-cyano-2-{[(3,5-dimethyl-pyridin-2-ylmethyl)-(5,6,7,8-tetrahydro-quinolin-8yl)-amino]-methyl}-benzoic acid methyl ester). As a reaction SMILES: [CH3:1][C:2]1[C:3]([CH2:9][NH:10][C@@H:11]2[C:20]3[N:19]=[CH:18][CH:17]=[CH:16][C:15]=3[CH2:14][CH2:13][CH2:12]2)=[N:4][CH:5]=[C:6]([CH3:8])[CH:7]=1.[CH3:21][O:22][C:23](=[O:34])[C:24]1[CH:29]=[C:28]([C:30]#[N:31])[CH:27]=[CH:26][C:25]=1[CH2:32]Br.CCN(C(C)C)C(C)C>CC#N>[CH3:21][O:22][C:23](=[O:34])[C:24]1[CH:29]=[C:28]([C:30]#[N:31])[CH:27]=[CH:26][C:25]=1[CH2:32][N:10]([CH2:9][C:3]1[C:2]([CH3:1])=[CH:7][C:6]([CH3:8])=[CH:5][N:4]=1)[CH:11]1[C:20]2[N:19]=[CH:18][CH:17]=[CH:16][C:15]=2[CH2:14][CH2:13][CH2:12]1. Procedure: Using General Procedure A: Reaction of (S)-(3,5-dimethyl-pyridin-2-ylmethyl)-(5,6,7,8-tetrahydro-quinolin-8-yl)-amine in CH3CN with 2-Bromomethyl-5-cyano-benzoic acid methyl ester, DIPEA and KI gave 5-cyano-2-{[(3,5-dimethyl-pyridin-2-ylmethyl)-(5,6,7,8-tetrahydro-quinolin-8yl)-amino]-methyl}-benzoic acid methyl ester as a red oil. 1H NMR (CDCl3) δ 1.76 (m, 1H), 2.06 (m, 2H), 2.16 (s, 3H), 2.27 (s, 3H), 2.28 (m, 1H), 2.75 (m, 2H), 3.86 (m, 2H), 3.90 (s, 3H), 4.15 (m, 1H), 4.29 (m, 2H), 6.99 (d, ...